Dataset: the Open Reaction Database (ORD), a public repository of structured organic reaction records. Task: describe an organic reaction: reactants, conditions, products, and yield Starting materials: Br.S1CCSC12CN[C@@H](C2)C(=O)OC (1,4-dithia-7-azaspiro[4.4]nonane-8-(S)-carboxylic acid, methyl ester, hydrobromide). Run in [OH-].[Na+] (NaOH). Yields the product S1CCSC12CN[C@@H](C2)C(=O)OC (1,4-dithia-7-azaspiro [4.4]nonane-8(S)-carboxylic acid, methyl ester). RXN SMILES: Br.[S:2]1[C:6]2([CH2:10][C@@H:9]([C:11]([O:13][CH3:14])=[O:12])[NH:8][CH2:7]2)[S:5][CH2:4][CH2:3]1>[OH-].[Na+]>[S:2]1[C:6]2([CH2:10][C@@H:9]([C:11]([O:13][CH3:14])=[O:12])[NH:8][CH2:7]2)[S:5][CH2:4][CH2:3]1 |f:0.1,2.3|. Procedure details: Dissolve the 1,4-dithia-7-azaspiro[4.4]nonane-8-(S)-carboxylic acid, methyl ester, hydrobromide from paragraph B in 0.1N NaOH and extract with ethyl acetate. Dry the organic layer over magnesium sulfate and concentrate in vacuo to give 1,4-dithia-7-azaspiro [4.4]nonane-8(S)-carboxylic acid, methyl ester (1.35 g). Dissolve the latter in 100 ml of ethyl acetate and treat with 2.07 g of N-benzyloxycarbonyl-(S)-alanine, N-hydroxysuccinimide ester. Stir the reaction mixture at room temperature for ei... Reactants: C(C)OC(=O)C(C)OC1=NN(C=N1)C1=CC(=CC=C1)C(F)(F)F (3-(1-ethoxycarbonylethoxy)-1-(3-trifluoromethylphenyl)-1,2,4-1H-triazole), [OH-].[K+] (potassium hydroxide). Run in C(C)O (ethanol). Product: C(=O)(O)C(C)OC1=NN(C=N1)C1=CC(=CC=C1)C(F)(F)F (3-(1-carboxyethoxy)-1-(3-trifluoromethylphenyl)-1,2,4-1H-triazole). RXN SMILES: C([O:3][C:4]([CH:6]([O:8][C:9]1[N:13]=[CH:12][N:11]([C:14]2[CH:19]=[CH:18][CH:17]=[C:16]([C:20]([F:23])([F:22])[F:21])[CH:15]=2)[N:10]=1)[CH3:7])=[O:5])C.[OH-].[K+]>C(O)C>[C:4]([CH:6]([O:8][C:9]1[N:13]=[CH:12][N:11]([C:14]2[CH:19]=[CH:18][CH:17]=[C:16]([C:20]([F:23])([F:21])[F:22])[CH:15]=2)[N:10]=1)[CH3:7])([OH:5])=[O:3] |f:1.2|. Procedure details: Fifteen g of the compound of Example 3 was refluxed for 3 hours with 5.1 g of potassium hydroxide in 150 ml of ethanol, and the product was collected as shown in Example 22 and recrystallized from ethanol to obtain 11.8 g of the desired product, m.p. 206°-208°. Starting materials: N (ammonia), FC(C=1SC=C(N1)C(CBr)=O)(F)F (2-Trifluoromethyl-4-bromoacetyl-thiazole), [BH4-].[Na+] (sodium borohydride), Cl (hydrochloric acid), crude product. Run in CO (methanol). Run at temperature 10 celsius. Yields the product FC(C=1SC=C(N1)C(CBr)O)(F)F (1-(2-Trifluoromethyl-thiazol-4-yl)-1-hydroxy-2-bromoethane). RXN SMILES: [F:1][C:2]([F:13])([F:12])[C:3]1[S:4][CH:5]=[C:6]([C:8](=[O:11])[CH2:9][Br:10])[N:7]=1.[BH4-].[Na+].Cl.N>CO>[F:13][C:2]([F:1])([F:12])[C:3]1[S:4][CH:5]=[C:6]([CH:8]([OH:11])[CH2:9][Br:10])[N:7]=1 |f:1.2|. Procedure: 6 g (0.022 mol) of 2-Trifluoromethyl-4-bromoacetyl-thiazole are dissolved in 150 ml of methanol, and the solution is cooled to 10° C. and 0.63 g of sodium borohydride is added. After 15 minutes ice is added, and the mixture is acidified with hydrochloric acid, made alkaline with ammonia and extracted by shaking with methylene chloride. The organic phase is dried over sodium sulphate, filtered and concentrated. An oil is obtained and is reacted further as the crude product. Reactants: OCC(O)CO (glycerol), C1(=CC=C(C=C1)S(=O)(=O)Cl)C (p-Toluenesulfonyl chloride), Cl (HCl). Solvent: N1=CC=CC=C1 (pyridine), N1=CC=CC=C1 (pyridine). Yields the product S(=O)(=O)(C1=CC=C(C)C=C1)OCC(O)COS(=O)(=O)C1=CC=C(C)C=C1 (Glycerol-1,3-ditosylate). Reaction SMILES: [C:1]1([CH3:11])[CH:6]=[CH:5][C:4]([S:7](Cl)(=[O:9])=[O:8])=[CH:3][CH:2]=1.[OH:12][CH2:13][CH:14]([CH2:16][OH:17])[OH:15].Cl>N1C=CC=CC=1>[S:7]([O:12][CH2:13][CH:14]([CH2:16][O:17][S:7]([C:4]1[CH:5]=[CH:6][C:1]([CH3:11])=[CH:2][CH:3]=1)(=[O:9])=[O:8])[OH:15])([C:4]1[CH:5]=[CH:6][C:1]([CH3:11])=[CH:2][CH:3]=1)(=[O:9])=[O:8]. Procedure details: Compound 2 was synthesized according to the previous reported method with modifications (Benbouzid et al., 1988). p-Toluenesulfonyl chloride (10.29 g, 54 mmol) dissolved in dry pyridine was added to a stirred solution of anhydrous glycerol (2.48 g, 27 mmol) in dry pyridine (30 ml at 0° C.). The solution was added slowly and left to react for 44 hours in the refrigerator (0°-3° C.). The pink mixture was poured over crushed ice and acidified with concentrated HCl. The organic layer was separated a... Reactants: O.NN (hydrazine monohydrate), [N+](=O)([O-])C=1C=C(OC=2C(=CC3=C(N=C(N3COCC[Si](C)(C)C)C3=NC=CC=C3)C2)C2N(CCC2)C(C)=O)C=CC1[N+](=O)[O-] (1-(2-(6-(3,4-dinitro-phenoxy)-2-pyridin-2-yl-3-(2-trimethylsilanyl-ethoxymethyl)-3H-benzimidazol-5-yl)-pyrrolidin-1-yl)-ethanone). The reagents and catalysts are [Ni] (Raney nickel). The solvent is C(C)O (ethanol). Conditions: time 2 hour. Yields the product NC=1C=C(OC=2C(=CC3=C(N=C(N3COCC[Si](C)(C)C)C3=NC=CC=C3)C2)C2N(CCC2)C(C)=O)C=CC1N (1-(2-(6-(3,4-diamino-phenoxy)-2-pyridin-2-yl-3-(2-trimethylsilanyl-ethoxymethyl)-3H-benzimidazol-5-yl)-pyrrolidin-1-yl)-ethanone). As a reaction SMILES: O.NN.[N+:4]([C:7]1[CH:8]=[C:9]([CH:42]=[CH:43][C:44]=1[N+:45]([O-])=O)[O:10][C:11]1[C:12]([CH:34]2[CH2:38][CH2:37][CH2:36][N:35]2[C:39](=[O:41])[CH3:40])=[CH:13][C:14]2[N:18]([CH2:19][O:20][CH2:21][CH2:22][Si:23]([CH3:26])([CH3:25])[CH3:24])[C:17]([C:27]3[CH:32]=[CH:31][CH:30]=[CH:29][N:28]=3)=[N:16][C:15]=2[CH:33]=1)([O-])=O>[Ni].C(O)C>[NH2:4][C:7]1[CH:8]=[C:9]([CH:42]=[CH:43][C:44]=1[NH2:45])[O:10][C:11]1[C:12]([CH:34]2[CH2:38][CH2:37][CH2:36][N:35]2[C:39](=[O:41])[CH3:40])=[CH:13][C:14]2[N:18]([CH2:19][O:20][CH2:21][CH2:22][Si:23]([CH3:24])([CH3:26])[CH3:25])[C:17]([C:27]3[CH:32]=[CH:31][CH:30]=[CH:29][N:28]=3)=[N:16][C:15]=2[CH:33]=1 |f:0.1|. Procedure: 0.030 ml of hydrazine monohydrate and 20 mg of developed Raney nickel catalyst were added to an ethanol (1 ml) solution of 72 mg of 1-(2-(6-(3,4-dinitro-phenoxy)-2-pyridin-2-yl-3-(2-trimethylsilanyl-ethoxymethyl)-3H-benzimidazol-5-yl)-pyrrolidin-1-yl)-ethanone, and the reaction liquid was stirred at room temperature for 2 hours. The catalyst was removed through filtration through Celite, and the solvent was evaporated away under reduced pressure. The resulting residue was purified through partit... The reactants are CCOC(=O)CBr, O=C([O-])[O-], CC(C)=O, CS(C)=O, [K+], [K+], COc1cc(C=O)ccc1O. Yields the product CCOC(=O)COc1ccc(C=O)cc1OC. Reaction SMILES: [Br:12][CH2:13][C:14](=[O:15])[O:16][CH2:17][CH3:18].[C:19](=[O:20])([O-:21])[O-:22].[CH3:25][C:26](=[O:27])[CH3:28].[CH3:29][S:30]([CH3:31])=[O:32].[K+:23].[K+:24].[O:1]=[CH:2][c:3]1[cH:4][c:5]([O:6][CH3:7])[c:8]([OH:9])[cH:10][cH:11]1>>[O:1]=[CH:2][c:3]1[cH:4][c:5]([O:6][CH3:7])[c:8]([O:9][CH2:13][C:14](=[O:15])[O:16][CH2:17][CH3:18])[cH:10][cH:11]1. Reactants: [BH4-], C1CCOC1, CO, CC(C)n1cnc(-c2cc3nccc(Oc4ccc([N+](=O)[O-])cc4F)c3s2)c1, [Na+], Cl[Ni]Cl. Yields the product CC(C)n1cnc(-c2cc3nccc(Oc4ccc(N)cc4F)c3s2)c1. RXN SMILES: [BH4-:29].[CH2:33]1[O:34][CH2:35][CH2:36][CH2:37]1.[CH3:31][OH:32].[F:1][c:2]1[c:3]([O:4][c:5]2[c:6]3[c:7]([n:8][cH:9][cH:10]2)[cH:11][c:12](-[c:14]2[n:15][cH:16][n:17]([CH:19]([CH3:20])[CH3:21])[cH:18]2)[s:13]3)[cH:22][cH:23][c:24]([N+:26]([O-:27])=[O:28])[cH:25]1.[Na+:30].[Ni:38]([Cl:39])[Cl:40]>>[F:1][c:2]1[c:3]([O:4][c:5]2[c:6]3[c:7]([n:8][cH:9][cH:10]2)[cH:11][c:12](-[c:14]2[n:15][cH:16][n:17]([CH:19]([CH3:20])[CH3:21])[cH:18]2)[s:13]3)[cH:22][cH:23][c:24]([NH2:26])[cH:25]1.